From a dataset of the Open Reaction Database (ORD), a public repository of structured organic reaction records. describe an organic reaction: reactants, conditions, products, and yield Starting materials: OC=1C(C2=CC=CC=C2C(C1)=O)=O (2-hydroxynaphthalene-1,4-dione), C1(CCCCC1)C(=O)O (cyclohexane carboxylic acid), S(=O)(=O)([O-])OOS(=O)(=O)[O-].[NH4+].[NH4+] (ammonium persulphate). The reagents and catalysts are [N+](=O)([O-])[O-].[Ag+] (silver nitrate). Solvent: C(C)#N (acetonitrile), O (water), O (water), O (water). The product is C1(CCCCC1)C=1C(C2=CC=CC=C2C(C1O)=O)=O (2-cyclohexyl-3-hydroxy-naphthalene-1.4-dione). Isolated yield 24.7%. As a reaction SMILES: [OH:1][C:2]1[C:3](=[O:13])[C:4]2[C:9]([C:10](=[O:12])[CH:11]=1)=[CH:8][CH:7]=[CH:6][CH:5]=2.[CH:14]1(C(O)=O)[CH2:19][CH2:18][CH2:17][CH2:16][CH2:15]1.S(OOS([O-])(=O)=O)([O-])(=O)=O.[NH4+].[NH4+]>C(#N)C.O.[N+]([O-])([O-])=O.[Ag+]>[CH:14]1([C:11]2[C:10](=[O:12])[C:9]3[C:4]([C:3](=[O:13])[C:2]=2[OH:1])=[CH:5][CH:6]=[CH:7][CH:8]=3)[CH2:19][CH2:18][CH2:17][CH2:16][CH2:15]1 |f:2.3.4,7.8|. Reported procedure: To a stirred solution of 2-hydroxynaphthalene-1,4-dione (1.00 g, 5.74 mmol), cyclohexane carboxylic acid (1.10 g, 8.61 rnmol) and silver nitrate (520 mg) in acetonitrile (15 ml) and water (20 ml) heated at 65-70° C. was added an aqueous solution of ammonium persulphate (1.77 g, 7.77 mmol) in water (10 ml). After heating for 1 hour the mixture was cooled, diluted with water (50 ml) and extracted with ether (3×40 ml). The combined ether fractions were washed with water (3×25ml), saturated sodium c... Reactants: C(C)(C)C1=CC(=CC2=C1C(N(S2(=O)=O)COC2=CC(=NN2C2=CC=CC=C2)C(F)(F)F)=O)O (4-isopropyl-6-hydroxy-2-(1-phenyl-3-trifluoromethylpyrazol-5-yl-oxymethyl)-1,2-benzisothiazol-3(2H)-one 1,1-dioxide), P(C1=CC=CC=C1)(C1=CC=CC=C1)C1=CC=CC=C1 ((Ph)3P), CCOC(=O)/N=N/C(=O)OCC (DEAD), OCCCC(=O)OCC1=CC=CC=C1 (benzyl 4-hydroxybutyrate). The solvent is C1CCOC1 (THF). Run at time 15 hour. Product: C(C)(C)C1=CC(=CC2=C1C(N(S2(=O)=O)COC2=CC(=NN2C2=CC=CC=C2)C(F)(F)F)=O)OCCCC(=O)OCC2=CC=CC=C2 (4-isopropyl-6-[3-(phenylmethyloxycarbonyl)propoxy]-2-(1-phenyl-3-trifluoro methylpyrazol-5-yl-oxymethyl)-1,2-benzisothiazol-3(2H)-one 1,1-dioxide). Yield: 63.6%. As a reaction SMILES: [CH:1]([C:4]1[C:9]2[C:10](=[O:32])[N:11]([CH2:15][O:16][C:17]3[N:21]([C:22]4[CH:27]=[CH:26][CH:25]=[CH:24][CH:23]=4)[N:20]=[C:19]([C:28]([F:31])([F:30])[F:29])[CH:18]=3)[S:12](=[O:14])(=[O:13])[C:8]=2[CH:7]=[C:6]([OH:33])[CH:5]=1)([CH3:3])[CH3:2].P(C1C=CC=CC=1)(C1C=CC=CC=1)C1C=CC=CC=1.CCOC(/N=N/C(OCC)=O)=O.O[CH2:66][CH2:67][CH2:68][C:69]([O:71][CH2:72][C:73]1[CH:78]=[CH:77][CH:76]=[CH:75][CH:74]=1)=[O:70]>C1COCC1>[CH:1]([C:4]1[C:9]2[C:10](=[O:32])[N:11]([CH2:15][O:16][C:17]3[N:21]([C:22]4[CH:27]=[CH:26][CH:25]=[CH:24][CH:23]=4)[N:20]=[C:19]([C:28]([F:29])([F:30])[F:31])[CH:18]=3)[S:12](=[O:14])(=[O:13])[C:8]=2[CH:7]=[C:6]([O:33][CH2:66][CH2:67][CH2:68][C:69]([O:71][CH2:72][C:73]2[CH:74]=[CH:75][CH:76]=[CH:77][CH:78]=2)=[O:70])[CH:5]=1)([CH3:3])[CH3:2]. Procedure: To a solution of 4-isopropyl-6-hydroxy-2-(1-phenyl-3-trifluoromethylpyrazol-5-yl-oxymethyl)-1,2-benzisothiazol-3(2H)-one 1,1-dioxide (1 g; 2.08 mmol) in THF containing (Ph)3P (550 mg; 2.09 mmol) and DEAD (360 mg; 2.07 mmol) was added benzyl 4-hydroxybutyrate (410 mg;2.099 mmol) and the resulting mixture was stirred at room temperature for 15 hours. The mixture was concentrated in vacuo and the residue was purified by flash chromatography (silica gel) to afford 870 mg (64%) of 4-isopropyl-6-[3-(p...